Dataset: the Open Reaction Database (ORD), a public repository of structured organic reaction records. Task: describe an organic reaction: reactants, conditions, products, and yield Reactants: ClCCCBr, Oc1cccc(Br)c1, [H-], [Na+], CN(C)C=O. Yields the product ClCCCOc1cccc(Br)c1. Reaction SMILES: [Br:11][CH2:12][CH2:13][CH2:14][Cl:15].[Br:1][c:2]1[cH:3][c:4]([OH:8])[cH:5][cH:6][cH:7]1.[H-:9].[Na+:10].[O:16]=[CH:17][N:18]([CH3:19])[CH3:20]>>[Br:1][c:2]1[cH:3][c:4]([O:8][CH2:12][CH2:13][CH2:14][Cl:15])[cH:5][cH:6][cH:7]1. Reactants: CCOC(=O)CBr, CC(C)(C)OC(=O)NC(Cc1ccc(O)cc1)C(=O)O, CN(C)C=O, C1CCC(NC2CCCCC2)CC1. Yields the product Br, C1CCC(NC2CCCCC2)CC1. As a reaction SMILES: [Br:34][CH2:35][C:36]([O:37][CH2:38][CH3:39])=[O:40].[C:1]([O:2][C:3]([NH:4][CH:5]([C:6]([OH:7])=[O:8])[CH2:9][c:10]1[cH:11][cH:12][c:13]([OH:14])[cH:15][cH:16]1)=[O:17])([CH3:18])([CH3:19])[CH3:20].[CH3:41][N:42]([CH3:43])[CH:44]=[O:45].[CH:21]1([NH:27][CH:28]2[CH2:29][CH2:30][CH2:31][CH2:32][CH2:33]2)[CH2:22][CH2:23][CH2:24][CH2:25][CH2:26]1>>[BrH:34].[CH:21]1([NH:27][CH:28]2[CH2:29][CH2:30][CH2:31][CH2:32][CH2:33]2)[CH2:22][CH2:23][CH2:24][CH2:25][CH2:26]1. The reactants are I.CN1CCN(CC1)C(N)=N (4-Methyl-1-piperazinecarboximidamide hydroiodide), [Na] (Sodium), COC=1C(C=CC=CC1)=O (2-methoxy-2,4,6-cycloheptatrien-1-one). Run in C(C)O (ethanol), C(C)O (ethanol), C(C)O (ethanol). Reaction conditions: time 30 minute. The product is CN1CCN(CC1)C=1N=C2C(N1)=CC=CC=C2 (2-(4-METHYL-1-PIPERAZINYL)CYCLOHEPTIMIDAZOLE). RXN SMILES: I.[CH3:2][N:3]1[CH2:8][CH2:7][N:6]([C:9](=[NH:11])[NH2:10])[CH2:5][CH2:4]1.[Na].CO[C:15]1[C:16](=O)[CH:17]=[CH:18][CH:19]=[CH:20][CH:21]=1>C(O)C>[CH3:2][N:3]1[CH2:8][CH2:7][N:6]([C:9]2[N:10]=[C:15]3[CH:16]=[CH:17][CH:18]=[CH:19][CH:20]=[C:21]3[N:11]=2)[CH2:5][CH2:4]1 |f:0.1,^1:11|. Reported procedure: 4-Methyl-1-piperazinecarboximidamide hydroiodide (17.8 g) was suspended in ethanol (15 ml). Sodium (1.5 g) in ethanol (47.8 ml) was added to it. The mixture was stirred at room temperature for 30 min. A solution of 2-methoxy-2,4,6-cycloheptatrien-1-one in ethanol (12 ml) was added dropwise. The mixture was refluxed for 3 hr and evaporated. The residue was taken in water and extracted with ethyl acetate in a continuous extractor. The organic layer was dried and evaporated. The residue was chromat... Starting materials: C(C)(=O)[O-].BrC1=C(C(=[N+](C=C1)O)C)C (4-bromo-1-hydroxy-2,3-dimethyl-pyridin-1-ium acetate), FC(C(=O)OC(C(F)(F)F)=O)(F)F (trifluoroacetic anhydride), FC(C(=O)OC(C(F)(F)F)=O)(F)F (trifluoroacetic anhydride), FC(C(=O)OC(C(F)(F)F)=O)(F)F (trifluoroacetic anhydride). The solvent is C(Cl)Cl (DCM). Run at time 8 hour. Product: BrC1=C(C(=NC=C1)CO)C ((4-Bromo-3-methyl-2-pyridyl)methanol). The yield is 50.5%. Reaction SMILES: [C:1]([O-:4])(=O)[CH3:2].[Br:5][C:6]1[CH:11]=[CH:10][N+:9](O)=[C:8](C)[C:7]=1C.FC(F)(F)C(OC(=O)C(F)(F)F)=O>C(Cl)Cl>[Br:5][C:6]1[CH:7]=[CH:8][N:9]=[C:2]([CH2:1][OH:4])[C:11]=1[CH3:10] |f:0.1|. Procedure: To a stirred solution of 4-bromo-1-hydroxy-2,3-dimethyl-pyridin-1-ium acetate (which may be prepared as described in Description 5) (18120 mg, 69.13 mmol) in DCM (100 mL) was added trifluoroacetic anhydride (23.89 mL, 171.9 mmol) dropwise and the reaction was stirred at room temperature for 8 hours, then additional trifluoroacetic anhydride (23.89 mL, 171.9 mmol) was introduced. After 1 day, the reaction mixture was concentrated in vacuo to remove excess TFAA & DCM. The residue was then diluted ... Reactants: [H-].[Al+3].[Li+].[H-].[H-].[H-] (lithium aluminium hydride), [OH-].[Na+] (sodium hydroxide), C[Si](C)(C)C#N (trimethylsilyl cyanide), FC=1C=C(C=O)C=CC1OC (3-fluoro-4-methoxybenzaldehyde), ice. Reagents/catalysts: [I-].[Zn+2].[I-] (zinc iodide). The solvent is CCOCC (ether), O (water), O (water), CCOCC (ether), CCOCC (ether), CCOCC (ether). Reaction conditions: time 30 minute. Product: OC(CN)C1=CC(=C(C=C1)OC)F (2-Hydroxy-2-(3-fluoro-4-methoxyphenyl)-ethanamine). Reaction SMILES: [F:1][C:2]1[CH:3]=[C:4]([CH:7]=[CH:8][C:9]=1[O:10][CH3:11])[CH:5]=[O:6].C[Si]([C:16]#[N:17])(C)C.[H-].[Al+3].[Li+].[H-].[H-].[H-].[OH-].[Na+]>CCOCC.[I-].[Zn+2].[I-].O>[OH:6][CH:5]([C:4]1[CH:7]=[CH:8][C:9]([O:10][CH3:11])=[C:2]([F:1])[CH:3]=1)[CH2:16][NH2:17] |f:2.3.4.5.6.7,8.9,11.12.13|. Procedure: To a solution of 3-fluoro-4-methoxybenzaldehyde (5.0 g) in dry ether (100 ml) containing a catalytic amount of zinc iodide was added dropwise a solution of trimethylsilyl cyanide (5 ml) in dry ether. After stirring at room temperature overnight the ether solution was added to an ice-cooled suspension of lithium aluminium hydride (4.0 g) in dry ether (100 ml) under nitrogen. On completion of this addition this mixture was stirred at room temperature for 30 minutes and then boiled under reflux for...